From a dataset of the Open Reaction Database (ORD), a public repository of structured organic reaction records. describe an organic reaction: reactants, conditions, products, and yield Reactants: OCCOC1=CC=C(C=C1)[N+](=O)[O-] (1-(2-hydroxyethoxy)-4-nitro-benzene), [N+](=O)([O-])C1=CC=C(C=C1)Cl (4-nitrochlorobenzene), [OH-].[Na+] (sodium hydroxide). Run in CS(=O)C (DMSO). The product is [N+](=O)([O-])C1=CC=C(OCCOC2=CC=C(C=C2)[N+](=O)[O-])C=C1 (1,2-bis-(4-nitrophenoxy)-ethane). Reaction SMILES: [OH:1][CH2:2][CH2:3][O:4][C:5]1[CH:10]=[CH:9][C:8]([N+:11]([O-:13])=[O:12])=[CH:7][CH:6]=1.[N+:14]([C:17]1[CH:22]=[CH:21][C:20](Cl)=[CH:19][CH:18]=1)([O-:16])=[O:15].[OH-].[Na+]>CS(C)=O>[N+:11]([C:8]1[CH:7]=[CH:6][C:5]([O:4][CH2:3][CH2:2][O:1][C:20]2[CH:21]=[CH:22][C:17]([N+:14]([O-:16])=[O:15])=[CH:18][CH:19]=2)=[CH:10][CH:9]=1)([O-:13])=[O:12] |f:2.3|. Procedure details: 183 g (1 mol) 1-(2-hydroxyethoxy)-4-nitro-benzene, 173.3 g (1.1 mols) 4-nitrochlorobenzene and 70 g powdered sodium hydroxide were reacted following the procedure described in Example 1 in 600 ml DMSO. The reactants are COC(=O)c1ccc(-c2ccccc2)cc1NC(=O)c1cc(C2CCN(C(=O)OC(C)(C)C)CC2)ccc1OCc1ccccc1, ClC(Cl)Cl, O=C(O)C(F)(F)F. The product is COC(=O)c1ccc(-c2ccccc2)cc1NC(=O)c1cc(C2CCNCC2)ccc1OCc1ccccc1. Reaction SMILES: [CH2:8]([c:9]1[cH:10][cH:11][cH:12][cH:13][cH:14]1)[O:15][c:16]1[c:17]([C:18](=[O:19])[NH:20][c:21]2[c:22]([C:23](=[O:24])[O:25][CH3:26])[cH:27][cH:28][c:29](-[c:31]3[cH:32][cH:33][cH:34][cH:35][cH:36]3)[cH:30]2)[cH:37][c:38]([CH:41]2[CH2:42][CH2:43][N:44]([C:47]([O:48][C:49]([CH3:50])([CH3:51])[CH3:52])=[O:53])[CH2:45][CH2:46]2)[cH:39][cH:40]1.[CH:54]([Cl:55])([Cl:56])[Cl:57].[OH:1][C:2]([C:3]([F:4])([F:5])[F:6])=[O:7]>>[CH2:8]([c:9]1[cH:10][cH:11][cH:12][cH:13][cH:14]1)[O:15][c:16]1[c:17]([C:18](=[O:19])[NH:20][c:21]2[c:22]([C:23](=[O:24])[O:25][CH3:26])[cH:27][cH:28][c:29](-[c:31]3[cH:32][cH:33][cH:34][cH:35][cH:36]3)[cH:30]2)[cH:37][c:38]([CH:41]2[CH2:42][CH2:43][NH:44][CH2:45][CH2:46]2)[cH:39][cH:40]1.